From a dataset of the Open Reaction Database (ORD), a public repository of structured organic reaction records. describe an organic reaction: reactants, conditions, products, and yield The reactants are Cl.Cl.Cl.NC1=C(C=CC=C1N)OCC(CNCCC1=CC(=C(C=C1)OC)OC)O (2,3-Diamino-1-[2-hydroxy-3-(3,4-dimethoxyphenethylamino)-propoxy]-benzene trihydrochloride), Cl (hydrochloric acid), C(=S)(Cl)Cl (thiophosgene), C (charcoal). Run in C(C)(C)O (isopropanol), C(Cl)(Cl)Cl (chloroform), C(C)O (ethanol), C(Cl)(Cl)Cl (chloroform). Reaction conditions: time 2 hour. Product: Cl.OC(COC1=CC=CC=2NC(NC21)=S)CNCCC2=CC(=C(C=C2)OC)OC (4-[2-hydroxy-3-(3,4-dimethoxyphenethylamino)propoxy]-benzimidazoline-2-thione hydrochloride). RXN SMILES: Cl.Cl.Cl.[NH2:4][C:5]1[C:10]([NH2:11])=[CH:9][CH:8]=[CH:7][C:6]=1[O:12][CH2:13][CH:14]([OH:29])[CH2:15][NH:16][CH2:17][CH2:18][C:19]1[CH:24]=[CH:23][C:22]([O:25][CH3:26])=[C:21]([O:27][CH3:28])[CH:20]=1.[C:30](Cl)([Cl:32])=[S:31].C.Cl>C(O)(C)C.C(Cl)(Cl)Cl.C(O)C>[ClH:32].[OH:29][CH:14]([CH2:15][NH:16][CH2:17][CH2:18][C:19]1[CH:24]=[CH:23][C:22]([O:25][CH3:26])=[C:21]([O:27][CH3:28])[CH:20]=1)[CH2:13][O:12][C:6]1[C:5]2[NH:4][C:30](=[S:31])[NH:11][C:10]=2[CH:9]=[CH:8][CH:7]=1 |f:0.1.2.3,10.11|. Procedure details: 17.4 g. 2,3-Diamino-1-[2-hydroxy-3-(3,4-dimethoxyphenethylamino)-propoxy]-benzene trihydrochloride are dissolved in 450 ml. chloroform and 50 ml. ethanol and mixed dropwise at ambient temperature with 3.2 ml. thiophosgene in 30 ml. chloroform. After 2 hours, the reaction mixture is treated with active charcoal and then evaporated to dryness. The residue is purified over a column of silica gel, using chloroform/methanol (8:2 v/v) as elution agent, to give 10 g. (62% of theory) of uniform product.... Reactants: CC(C)(C)NS(=O)(=O)c1cccc(-c2ccc3cnc(Nc4ccc(C5CCN(C(=O)OC(C)(C)C)CC5)cc4)nn23)c1, ClCCl, O=C(O)C(F)(F)F. The product is CC(C)(C)NS(=O)(=O)c1cccc(-c2ccc3cnc(Nc4ccc(C5CCNCC5)cc4)nn23)c1. As a reaction SMILES: [C:1]([O:2][C:3](=[O:4])[N:8]1[CH2:9][CH2:10][CH:11]([c:14]2[cH:15][cH:16][c:17]([NH:20][c:21]3[n:22][n:23]4[c:24]([cH:25][n:26]3)[cH:27][cH:28][c:29]4-[c:30]3[cH:31][c:32]([S:36]([NH:37][C:38]([CH3:39])([CH3:40])[CH3:41])(=[O:42])=[O:43])[cH:33][cH:34][cH:35]3)[cH:18][cH:19]2)[CH2:12][CH2:13]1)([CH3:5])([CH3:6])[CH3:7].[CH2:51]([Cl:52])[Cl:53].[OH:44][C:45]([C:46]([F:47])([F:48])[F:49])=[O:50]>>[NH:8]1[CH2:9][CH2:10][CH:11]([c:14]2[cH:15][cH:16][c:17]([NH:20][c:21]3[n:22][n:23]4[c:24]([cH:25][n:26]3)[cH:27][cH:28][c:29]4-[c:30]3[cH:31][c:32]([S:36]([NH:37][C:38]([CH3:39])([CH3:40])[CH3:41])(=[O:42])=[O:43])[cH:33][cH:34][cH:35]3)[cH:18][cH:19]2)[CH2:12][CH2:13]1. Starting materials: BrC1=CC2=C(NC(=N2)C2CCNCC2)C=C1 (5-Bromo-2-(piperidin-4-yl)-1H-benzo[d]imidazole), ClC1=NC=C(C=N1)CC (2-chloro-5-ethylpyrimidine), C(C)(C)N(C(C)C)CC (N,N-Diisopropylethyl amine). Run in CC(C)O (propan-2-ol), CC(C)O (propan-2-ol). Reaction conditions: temperature 90 celsius, time 12 hour. The product is BrC1=CC2=C(NC(=N2)C2CCN(CC2)C2=NC=C(C=N2)CC)C=C1 (5-Bromo-2-(1-(5-ethylpyrimidin-2-yl)piperidin-4-yl)-1H-benzo[d]imidazole). The yield is 30.6%. RXN SMILES: [Br:1][C:2]1[CH:16]=[CH:15][C:5]2[NH:6][C:7]([CH:9]3[CH2:14][CH2:13][NH:12][CH2:11][CH2:10]3)=[N:8][C:4]=2[CH:3]=1.Cl[C:18]1[N:23]=[CH:22][C:21]([CH2:24][CH3:25])=[CH:20][N:19]=1.C(N(CC)C(C)C)(C)C>CC(O)C>[Br:1][C:2]1[CH:16]=[CH:15][C:5]2[NH:6][C:7]([CH:9]3[CH2:10][CH2:11][N:12]([C:18]4[N:23]=[CH:22][C:21]([CH2:24][CH3:25])=[CH:20][N:19]=4)[CH2:13][CH2:14]3)=[N:8][C:4]=2[CH:3]=1. Procedure: Intermediate 1 (500 mg, 1.69 mmol) and 2-chloro-5-ethylpyrimidine (264 mg, 1.86 mmol) were dissolved in propan-2-ol (25 ml). To this mixture N,N-Diisopropylethyl amine (1.8 ml, 10.1 mmol) added and stirred at 90° C. for 12 h. After completion of the reaction, propan-2-ol was removed to obtain the crude. Crude was purified by combiflash using a mixture of AcOET and Petether (40:60) as eluent to afford the titled compound (0.2 g) as a pale-yellow solid. Starting materials: CO, Cl, NCCCNC(=O)c1ccc(-c2cnc3ccc(-c4cn(C(c5ccccc5)(c5ccccc5)c5ccccc5)nc4-c4ccc(F)cc4)cn23)cc1, C1CCOC1. The product is NCCCNC(=O)c1ccc(-c2cnc3ccc(-c4c[nH]nc4-c4ccc(F)cc4)cn23)cc1. As a reaction SMILES: [CH3:60][OH:61].[ClH:59].[NH2:1][CH2:2][CH2:3][CH2:4][NH:5][C:6]([c:7]1[cH:8][cH:9][c:10](-[c:13]2[cH:14][n:15][c:16]3[n:17]2[cH:18][c:19](-[c:22]2[c:23](-[c:46]4[cH:47][cH:48][c:49]([F:52])[cH:50][cH:51]4)[n:24][n:25]([C:27]([c:28]4[cH:29][cH:30][cH:31][cH:32][cH:33]4)([c:34]4[cH:35][cH:36][cH:37][cH:38][cH:39]4)[c:40]4[cH:41][cH:42][cH:43][cH:44][cH:45]4)[cH:26]2)[cH:20][cH:21]3)[cH:11][cH:12]1)=[O:53].[O:54]1[CH2:55][CH2:56][CH2:57][CH2:58]1>>[NH2:1][CH2:2][CH2:3][CH2:4][NH:5][C:6]([c:7]1[cH:8][cH:9][c:10](-[c:13]2[cH:14][n:15][c:16]3[n:17]2[cH:18][c:19](-[c:22]2[c:23](-[c:46]4[cH:47][cH:48][c:49]([F:52])[cH:50][cH:51]4)[n:24][nH:25][cH:26]2)[cH:20][cH:21]3)[cH:11][cH:12]1)=[O:53]. Reactants: C(CCC)C1=NC2=C(N1CC1=CC=C(C=C1)C1=C(C=C(C=C1)Cl)C#N)C=C(C=C2)N(C(=O)NC2CCCCC2)C (4'-[(2-n-butyl-6-(N-cyclohexylaminocarbonyl-methyl-amino)-benzimidazol-1-yl)-methyl]-4-chloro-2-cyano-biphenyl), [Cl-].[NH4+].[N-]=[N+]=[N-].[Na+] (ammonium chloride sodium azide). Product: C(CCC)C1=NC2=C(N1CC1=CC=C(C=C1)C1=C(C=C(C=C1)Cl)C1=NN=NN1)C=C(C=C2)N(C(=O)NC2CCCCC2)C (4'-[(2-n-Butyl-6-(N-cyclohexylaminocarbonyl-methyl-amino)-benzimidazol-1-yl)-methyl]-4-chloro-2-(1H-tetrazol-5-yl)-biphenyl). Reaction SMILES: [CH2:1]([C:5]1[N:9]([CH2:10][C:11]2[CH:16]=[CH:15][C:14]([C:17]3[CH:22]=[CH:21][C:20]([Cl:23])=[CH:19][C:18]=3[C:24]#[N:25])=[CH:13][CH:12]=2)[C:8]2[CH:26]=[C:27]([N:30]([CH3:40])[C:31]([NH:33][CH:34]3[CH2:39][CH2:38][CH2:37][CH2:36][CH2:35]3)=[O:32])[CH:28]=[CH:29][C:7]=2[N:6]=1)[CH2:2][CH2:3][CH3:4].[Cl-].[NH4+].[N-:43]=[N+:44]=[N-:45].[Na+]>>[CH2:1]([C:5]1[N:9]([CH2:10][C:11]2[CH:16]=[CH:15][C:14]([C:17]3[CH:22]=[CH:21][C:20]([Cl:23])=[CH:19][C:18]=3[C:24]3[NH:45][N:44]=[N:43][N:25]=3)=[CH:13][CH:12]=2)[C:8]2[CH:26]=[C:27]([N:30]([CH3:40])[C:31]([NH:33][CH:34]3[CH2:35][CH2:36][CH2:37][CH2:38][CH2:39]3)=[O:32])[CH:28]=[CH:29][C:7]=2[N:6]=1)[CH2:2][CH2:3][CH3:4] |f:1.2.3.4|. Procedure details: Prepared in analogous manner to Example 59 from 4'-[(2-n-butyl-6-(N-cyclohexylaminocarbonyl-methyl-amino)-benzimidazol-1-yl)-methyl]-4-chloro-2-cyano-biphenyl and ammonium chloride/sodium azide. Reported procedure: To a solution of 0.90 g of N-(4-nitrobenzoyl)-N-(2-iodophenyl)-2-iodobenzeneethylamine in 10 ml of N,N-dimethylpropyleneurea (DMPU) is added 1.91 g of "activated" copper bronze. The mixture is stirred and heated at 195° for 2 days, cooled and slowly dropped into 100 ml of 0.5N HCl with stirring. The precipitate is filtered, washed with H2O and air dried (1.0 g of solid). The solid is extracted with ethyl acetate to give 0.50 g of solid. Chromatography on thick layer silica gel plates with ethyl ... The reactants are [N+](=O)([O-])C1=CC=C(C(=O)N(CCC2=C(C=CC=C2)I)C2=C(C=CC=C2)I)C=C1 (N-(4-nitrobenzoyl)-N-(2-iodophenyl)-2-iodobenzeneethylamine), Cl (HCl). As a reaction SMILES: [N+:1]([C:4]1[CH:28]=[CH:27][C:7]([C:8]([N:10]([C:20]2[CH:25]=[CH:24][CH:23]=[CH:22][C:21]=2I)[CH2:11][CH2:12][C:13]2[CH:18]=[CH:17][CH:16]=[CH:15][C:14]=2I)=[O:9])=[CH:6][CH:5]=1)([O-:3])=[O:2].Cl>CC1N(C(N(C)C)=O)C1.[Cu]>[N+:1]([C:4]1[CH:28]=[CH:27][C:7]([C:8]([N:10]2[CH2:11][CH2:12][C:13]3[CH:18]=[CH:17][CH:16]=[CH:15][C:14]=3[C:21]3[CH:22]=[CH:23][CH:24]=[CH:25][C:20]2=3)=[O:9])=[CH:6][CH:5]=1)([O-:3])=[O:2]. Reagents/catalysts: [Cu] (copper bronze). Run in CC1CN1C(=O)N(C)C (N,N-dimethylpropyleneurea). Product: [N+](=O)([O-])C1=CC=C(C(=O)N2C3=C(C4=C(CC2)C=CC=C4)C=CC=C3)C=C1 (5-(4-Nitrobenzoyl)-6,7-dihydro-5H-dibenz[b,d]azepine). The yield is 96.5%. Starting materials: C1(=CC=CC=C1)P(C1=CC=CC=C1)C1=CC=CC=C1 (Triphenylphosphine), ClC(C#N)(Cl)Cl (trichloroacetonitrile), C1(=CC=CC=C1)P(C1=CC=CC=C1)C1=CC=CC=C1 (triphenylphosphine), C(C)(=O)NNC(C1=CC(=CC=C1)N1C(C2=C(N3CCCC3C1)N=C(N=C2)NCC)=O)=O (3-(9-Ethylamino-6-oxo-2,3,3a,4-tetrahydro-1H,6H-5,8,10,10b-tetraazabenzo[e]azulen-5-yl)benzoic Acid-N′-acetyl Hydrazide). Solvent: C(C)#N (acetonitrile). Run at temperature 150 celsius, time 1 hour. Product: C(C)NC=1N=CC2=C(N3CCCC3CN(C2=O)C2=CC(=CC=C2)C=2OC(=NN2)C)N1 (9-Ethylamino-5-[3-(5-methyl-[1,3,4]oxadiazol-2-yl)phenyl]-1,2,3,3a,4,5-hexahydro-5,8,10,10b-tetraazabenzo[e]azulen-6-one). Isolated yield 83.2%. Reaction SMILES: [C:1]([NH:4][NH:5][C:6](=O)[C:7]1[CH:12]=[CH:11][CH:10]=[C:9]([N:13]2[CH2:22][CH:21]3[N:17]([CH2:18][CH2:19][CH2:20]3)[C:16]3[N:23]=[C:24]([NH:27][CH2:28][CH3:29])[N:25]=[CH:26][C:15]=3[C:14]2=[O:30])[CH:8]=1)(=[O:3])[CH3:2].ClC(Cl)(Cl)C#N.C1(P(C2C=CC=CC=2)C2C=CC=CC=2)C=CC=CC=1>C(#N)C>[CH2:28]([NH:27][C:24]1[N:25]=[CH:26][C:15]2[C:14](=[O:30])[N:13]([C:9]3[CH:10]=[CH:11][CH:12]=[C:7]([C:6]4[O:3][C:1]([CH3:2])=[N:4][N:5]=4)[CH:8]=3)[CH2:22][CH:21]3[N:17]([CH2:18][CH2:19][CH2:20]3)[C:16]=2[N:23]=1)[CH3:29]. Reported procedure: Compound 19 (136 mg, 0.320 mmol) obtained in Example 19 was dissolved in acetonitrile (2.1 mL), and the mixture was stirred for 1 hour under microwave (CEM; Discover, 300 watts, 150° C.) irradiation after adding trichloroacetonitrile (0.0646 mL, 0.640 mmol) and triphenylphosphine-supported resin (Triphenylphosphine, polymer-supported; 3.08 mmol P/G, 320 mg, 0.960 mmol). The resin was separated by filtration, and the filtrate was collected, and concentrated under reduced pressure. The resulting r...